This data is from the Open Reaction Database (ORD), a public repository of structured organic reaction records. The task is: describe an organic reaction: reactants, conditions, products, and yield Starting materials: BrC=1C=C2N=CC=NC2=CC1 (6-bromoquinoxaline), CC(C)([O-])C.[Na+] (sodium t-butoxide), C1(=CC=CC=C1)C(=NN)C1=CC=CC=C1 (1-(diphenylmethylene)hydrazine). Reagents/catalysts: C(C)(=O)[O-].[Pd+2].C(C)(=O)[O-] (palladium acetate), C1(=CC=CC=C1)P(C1=C(C2=CC=CC=C2C=C1)C1=C(C=CC2=CC=CC=C12)P(C1=CC=CC=C1)C1=CC=CC=C1)C1=CC=CC=C1 (2-(diphenylphosphino)-1-(2-(diphenylphosphino)naphthalen-1-yl)naphthalene). Solvent: C1(=CC=CC=C1)C (toluene), C1(=CC=CC=C1)C (toluene), CCOCC (ether), O (water). Conditions: temperature 100 celsius, time 5 minute. Product: C1(=CC=CC=C1)C(=NNC=1C=C2N=CC=NC2=CC1)C1=CC=CC=C1 (1-(diphenylmethylene)-2-(quinoxalin-6-yl)hydrazine). Isolated yield 20.3%. As a reaction SMILES: [C:1]1([C:7]([C:10]2[CH:15]=[CH:14][CH:13]=[CH:12][CH:11]=2)=[N:8][NH2:9])[CH:6]=[CH:5][CH:4]=[CH:3][CH:2]=1.Br[C:17]1[CH:18]=[C:19]2[C:24](=[CH:25][CH:26]=1)[N:23]=[CH:22][CH:21]=[N:20]2.CC(C)([O-])C.[Na+]>C1(C)C=CC=CC=1.CCOCC.O.C([O-])(=O)C.[Pd+2].C([O-])(=O)C.C1(P(C2C=CC=CC=2)C2C=CC3C(=CC=CC=3)C=2C2C3C(=CC=CC=3)C=CC=2P(C2C=CC=CC=2)C2C=CC=CC=2)C=CC=CC=1>[C:1]1([C:7]([C:10]2[CH:15]=[CH:14][CH:13]=[CH:12][CH:11]=2)=[N:8][NH:9][C:17]2[CH:18]=[C:19]3[C:24](=[CH:25][CH:26]=2)[N:23]=[CH:22][CH:21]=[N:20]3)[CH:2]=[CH:3][CH:4]=[CH:5][CH:6]=1 |f:2.3,7.8.9|. Procedure details: In toluene (8 mL) was placed 1-(diphenylmethylene)hydrazine (1.00 g, 5.10 mmol), palladium acetate (10.4 mg, 0.0464 mmol) and 2-(diphenylphosphino)-1-(2-(diphenylphosphino)naphthalen-1-yl)naphthalene (44 mg, 0.0696 mmol) and the reaction was stirred at 100° C. under Ar for 5 min and then cooled to RT. To this dark purple solution was added 6-bromoquinoxaline (970 mg, 4.64 mmol), sodium t-butoxide (624 mg, 6.50 mmol) and toluene (2 mL). The reaction was placed under Ar and warmed to 100° C. for 5...